From a dataset of the Open Reaction Database (ORD), a public repository of structured organic reaction records. describe an organic reaction: reactants, conditions, products, and yield Starting materials: [BH4-], CCOC(=O)c1ccn(C2=CC(C)(C)Oc3ccc(C#N)cc32)c(=O)c1, Cl, [Li+], O=P([O-])([O-])[O-], C1CCOC1. Product: CC1(C)C=C(n2ccc(CO)cc2=O)c2cc(C#N)ccc2O1. Reaction SMILES: [BH4-:27].[C:1](#[N:2])[c:3]1[cH:4][c:5]2[c:6]([cH:25][cH:26]1)[O:7][C:8]([CH3:23])([CH3:24])[CH:9]=[C:10]2[n:11]1[c:12](=[O:22])[cH:13][c:14]([C:17](=[O:18])[O:19][CH2:20][CH3:21])[cH:15][cH:16]1.[ClH:34].[Li+:28].[O-:29][P:30](=[O:31])([O-:32])[O-:33].[O:35]1[CH2:36][CH2:37][CH2:38][CH2:39]1>>[C:1](#[N:2])[c:3]1[cH:4][c:5]2[c:6]([cH:25][cH:26]1)[O:7][C:8]([CH3:23])([CH3:24])[CH:9]=[C:10]2[n:11]1[c:12](=[O:22])[cH:13][c:14]([CH2:17][OH:18])[cH:15][cH:16]1. Reactants: O=C(O)c1cc(C(=O)O)c2cc(F)ccc2n1, O=[N+]([O-])c1ccccc1. The product is O=C(O)c1ccnc2ccc(F)cc12. Reaction SMILES: [F:1][c:2]1[cH:3][c:4]2[c:5]([C:15](=[O:16])[OH:17])[cH:6][c:7]([C:12]([OH:13])=[O:14])[n:8][c:9]2[cH:10][cH:11]1.[O-:18][N+:19]([c:20]1[cH:21][cH:22][cH:23][cH:24][cH:25]1)=[O:26]>>[F:1][c:2]1[cH:3][c:4]2[c:5]([C:15](=[O:16])[OH:17])[cH:6][cH:7][n:8][c:9]2[cH:10][cH:11]1. The reactants are FC1=CC=C(C=O)C=C1 (4-fluorobenzaldehyde), C(C)NCCO (2-(ethylamino)ethanol), C([O-])([O-])=O.[K+].[K+] (potassium carbonate), CCCCCCCC(=O)C(C(=O)CCCCCCC)(C(=O)CCCCCCC)[NH3+].[Cl-] (ALIQUAT-336), [Cl-].C(CCCCCCC)(=O)[N+](C)(C(CCCCCCC)=O)C(CCCCCCC)=O (tricaprylyl methylammonium chloride), ice water. The solvent is CS(=O)C (dimethylsulfoxide). Reaction conditions: temperature 95 celsius, time 10 minute. Yields the product C(C)N(CCO)C1=CC=C(C=O)C=C1 (4-(N-ethyl-N-hydroxyethylamino)benzaldehyde). Reaction SMILES: F[C:2]1[CH:9]=[CH:8][C:5]([CH:6]=[O:7])=[CH:4][CH:3]=1.[CH2:10]([NH:12][CH2:13][CH2:14][OH:15])[CH3:11].C(=O)([O-])[O-].[K+].[K+].CCCCCCCC(C([NH3+])(C(CCCCCCC)=O)C(CCCCCCC)=O)=O.[Cl-].[Cl-].C([N+](C(=O)CCCCCCC)(C(=O)CCCCCCC)C)(=O)CCCCCCC>CS(C)=O>[CH2:10]([N:12]([C:2]1[CH:9]=[CH:8][C:5]([CH:6]=[O:7])=[CH:4][CH:3]=1)[CH2:13][CH2:14][OH:15])[CH3:11] |f:2.3.4,5.6,7.8|. Procedure: A one liter three-neck flask, fitted with mechanical stirrer, thermometer, and condenser, was charged with 25 g (0.2 mol) of 4-fluorobenzaldehyde), 54 g (0.6 mol) of 2-(ethylamino)ethanol, 41.5 g (0.3 mol) of anhydrous potassium carbonate, and 0.5 ml ALIQUAT-336™ (tricaprylyl methylammonium chloride) (Henkel Corp.) in 250 ml dimethylsulfoxide ("DMSO"). The reaction mixture was heated at 95° C. for 72 hours, cooled to room temperature, and then poured into an ice water mixture. The water layer wa... Starting materials: CN(C)C(=[N+](C)C)ON1C2=C(C=CC=C2)N=N1.[B-](F)(F)(F)F (TBTU), N1N=C(C2=CC=CC=C12)C=1N=NN(C1)C1=CC=C(C(=O)O)C=C1 (4-[4-(1H-indazol-3-yl)-1H-1,2,3-triazol-1-yl]benzoic acid), CCN(C(C)C)C(C)C (DIEA), N1CC(CC1)O (3-pyrrolidinol). The solvent is CN(C)C=O (DMF), C(Cl)Cl (DCM). Conditions: time 8 hour. The product is N1N=C(C2=CC=CC=C12)C=1N=NN(C1)C1=CC=C(C(=O)N2CC(CC2)O)C=C1 (1-{4-[4-(1H-indazol-3-yl)-1H-1,2,3-triazol-1-yl]benzoyl}pyrrolidin-3-ol). Reaction SMILES: CN(C(ON1N=NC2C=CC=CC1=2)=[N+](C)C)C.[B-](F)(F)(F)F.[NH:23]1[C:31]2[C:26](=[CH:27][CH:28]=[CH:29][CH:30]=2)[C:25]([C:32]2[N:33]=[N:34][N:35]([C:37]3[CH:45]=[CH:44][C:40]([C:41]([OH:43])=O)=[CH:39][CH:38]=3)[CH:36]=2)=[N:24]1.CCN(C(C)C)C(C)C.[NH:55]1[CH2:59][CH2:58][CH:57]([OH:60])[CH2:56]1>CN(C=O)C.C(Cl)Cl>[NH:23]1[C:31]2[C:26](=[CH:27][CH:28]=[CH:29][CH:30]=2)[C:25]([C:32]2[N:33]=[N:34][N:35]([C:37]3[CH:45]=[CH:44][C:40]([C:41]([N:55]4[CH2:59][CH2:58][CH:57]([OH:60])[CH2:56]4)=[O:43])=[CH:39][CH:38]=3)[CH:36]=2)=[N:24]1 |f:0.1|. Procedure details: A solution of TBTU (137 mg; 0.33 mmol; 1.3 eq.) and 4-[4-(1H-indazol-3-yl)-1H-1,2,3-triazol-1-yl]benzoic acid (100 mg; 0.33 mmol; 1.0 eq.) in DMF (2 mL) was stirred for 1 h at RT before the addition of DIEA (111 μl; 0.66 mmol; 2.0 eq.) and 3-pyrrolidinol (43 mg; 0.49 mmol.; 1.5 eq.). The reaction mixture was stirred at RT overnight. It was then diluted with DCM and washed with an aqueous saturated solution of NaHCO3. Organic phase was dried over magnesium sulfate, filtered and concentrated. The ...